This data is from the Open Reaction Database (ORD), a public repository of structured organic reaction records. The task is: describe an organic reaction: reactants, conditions, products, and yield Reactants: C(C)[Mg]Br (ethyl magnesium bromide), IC=1N=CN(C1)C(C1=CC=CC=C1)(C1=CC=CC=C1)C1=CC=CC=C1 (4-iodo-1-tritylimidazole), C1(=NC=CC2=CC=CC=C12)C(C)=O (1-isoquinolin-1-yl-ethanone). The solvent is ClCCl (dichloromethane), ClCCl (dichloromethane). Conditions: time 16 hour. Yields the product C1(=NC=CC2=CC=CC=C12)C(C)(O)C=1N=CN(C1)C(C1=CC=CC=C1)(C1=CC=CC=C1)C1=CC=CC=C1 (1-isoquinolin-1-yl-1-(1-trityl-1H-imidazol-4-yl)-ethanol). RXN SMILES: I[C:2]1[N:3]=[CH:4][N:5]([C:7]([C:20]2[CH:25]=[CH:24][CH:23]=[CH:22][CH:21]=2)([C:14]2[CH:19]=[CH:18][CH:17]=[CH:16][CH:15]=2)[C:8]2[CH:13]=[CH:12][CH:11]=[CH:10][CH:9]=2)[CH:6]=1.C([Mg]Br)C.[C:30]1([C:40](=[O:42])[CH3:41])[C:39]2[C:34](=[CH:35][CH:36]=[CH:37][CH:38]=2)[CH:33]=[CH:32][N:31]=1>ClCCl>[C:30]1([C:40]([C:2]2[N:3]=[CH:4][N:5]([C:7]([C:8]3[CH:13]=[CH:12][CH:11]=[CH:10][CH:9]=3)([C:20]3[CH:21]=[CH:22][CH:23]=[CH:24][CH:25]=3)[C:14]3[CH:19]=[CH:18][CH:17]=[CH:16][CH:15]=3)[CH:6]=2)([OH:42])[CH3:41])[C:39]2[C:34](=[CH:35][CH:36]=[CH:37][CH:38]=2)[CH:33]=[CH:32][N:31]=1. Reported procedure: A mixture of 4-iodo-1-tritylimidazole (commercially available) (15.5 g, 35.4 mmol) in dichloromethane (80 mL) at 20° C. was treated with ethyl magnesium bromide (12.0 mL, 36 mmol, 3M in ether) and allowed to react for 1 h. A solution of 1-isoquinolin-1-yl-ethanone (Intermediate H2) (3.65 g, 21.3 mmol) in dichloromethane (20 mL) was added via addition funnel at 20° C. and stirred for 16 h. The mixture was quenched with sat. ammonium chloride (100 mL) and diluted with dichloromethane. The residue ...